Dataset: the Open Reaction Database (ORD), a public repository of structured organic reaction records. Task: describe an organic reaction: reactants, conditions, products, and yield Reactants: CCOC(=O)c1ccc2c(N)cccc2c1, [Na+], C1COCCO1, [OH-]. The product is Nc1cccc2cc(C(=O)O)ccc12. RXN SMILES: [NH2:1][c:2]1[c:3]2[cH:4][cH:5][c:6]([C:12](=[O:13])[O:14][CH2:15][CH3:16])[cH:7][c:8]2[cH:9][cH:10][cH:11]1.[Na+:18].[O:19]1[CH2:20][CH2:21][O:22][CH2:23][CH2:24]1.[OH-:17]>>[NH2:1][c:2]1[c:3]2[cH:4][cH:5][c:6]([C:12](=[O:13])[OH:14])[cH:7][c:8]2[cH:9][cH:10][cH:11]1. Starting materials: C(C1=CC=CC=C1)OC1=C(C=C(C=C1)CC(C)NC(C(=COC(F)F)C1=CC=C(C=C1)C)=O)OC (N-[2-(4-benzyloxy-3-methoxyphenyl)-1-methylethyl]-3-difluoromethoxy-2-(4-methylphenyl)acrylamide), Br (hydrobromic acid). Solvent: C(C)(=O)O (acetic acid). Run at temperature 80 celsius, time 2 hour. Yields the product FC(OC=C(C(=O)NC(CC1=CC(=C(C=C1)O)OC)C)C1=CC=C(C=C1)C)F (3-difluoromethoxy-N-[2-(4-hydroxy-3-methoxyphenyl)-1-methylethyl]-2-(4-methylphenyl)acrylamide). Isolated yield 75.1%. As a reaction SMILES: C([O:8][C:9]1[CH:14]=[CH:13][C:12]([CH2:15][CH:16]([NH:18][C:19](=[O:33])[C:20]([C:26]2[CH:31]=[CH:30][C:29]([CH3:32])=[CH:28][CH:27]=2)=[CH:21][O:22][CH:23]([F:25])[F:24])[CH3:17])=[CH:11][C:10]=1[O:34][CH3:35])C1C=CC=CC=1.Br>C(O)(=O)C>[F:24][CH:23]([F:25])[O:22][CH:21]=[C:20]([C:26]1[CH:31]=[CH:30][C:29]([CH3:32])=[CH:28][CH:27]=1)[C:19]([NH:18][CH:16]([CH3:17])[CH2:15][C:12]1[CH:13]=[CH:14][C:9]([OH:8])=[C:10]([O:34][CH3:35])[CH:11]=1)=[O:33]. Procedure details: 1.80 g (3.74 mmol) of N-[2-(4-benzyloxy-3-methoxyphenyl)-1-methylethyl]-3-difluoromethoxy-2-(4-methylphenyl)acrylamide, 693 mg (4.11 mmol) of 48% hydrobromic acid and 20 ml of acetic acid were mixed and stirred at 80° C. for 2 hours. The solvent was distilled off from the reaction mixture under reduced pressure and the residue was subjected to silica gel column chromatography (eluent, hexane:ethyl acetate=2:1) to give 1.10 g of 3-difluoromethoxy-N-[2-(4-hydroxy-3-methoxyphenyl)-1-methylethyl]-2-... The reactants are COC=1C=C(C=CC1OC)CCN1C(=CC=C1C)CN1C(C=2C(C1=O)=CC=CC2)=O (1-(2-(3,4-Dimethoxyphenyl)-ethyl)-2-(phthalimido-methyl)-5-methyl-pyrrole), O.NN (hydrazine hydrate). Yields the product COC=1C=C(C=CC1OC)CCN1C(=CC=C1C)CN (1-(2-(3,4-Dimethoxyphenyl)-ethyl)-2-(amino-methyl)-5-methylpyrrole). RXN SMILES: [CH3:1][O:2][C:3]1[CH:4]=[C:5]([CH2:11][CH2:12][N:13]2[C:17]([CH3:18])=[CH:16][CH:15]=[C:14]2[CH2:19][N:20]2C(=O)C3=CC=CC=C3C2=O)[CH:6]=[CH:7][C:8]=1[O:9][CH3:10].O.NN>>[CH3:1][O:2][C:3]1[CH:4]=[C:5]([CH2:11][CH2:12][N:13]2[C:17]([CH3:18])=[CH:16][CH:15]=[C:14]2[CH2:19][NH2:20])[CH:6]=[CH:7][C:8]=1[O:9][CH3:10] |f:1.2|. Procedure: 6.0 g (0.015 mol) of 1-(2-(3,4-dimethoxyphenyl)-ethyl)-2-(phthalimido-methyl)-5-methyl-pyrrole (compare Example 4) and 7 ml (0.15 mol) of hydrazine hydrate are heated under reflux for 30 minutes. After the mixture has been concentrated, the residue is taken up in methylene chloride, the mixture is filtered, the filtrate is concentrated and the residue is chromatographed over a silica gel column. The reactants are C1(=O)OCC2=CC=CC=C12 (phthalide), [Li+].C[Si](C)(C)[N-][Si](C)(C)C.C1CCOC1 (LiHMDS THF), C1CCOC1 (THF). Run at temperature -78 celsius, time 15 minute. Yield: 100.0%. As a reaction SMILES: [C:1]1([C:10]2[C:5](=[CH:6][CH:7]=[CH:8][CH:9]=2)[CH2:4][O:3]1)=[O:2].[Li+:11].C[Si]([N-][Si](C)(C)C)(C)C.C1[CH2:25][O:24]CC1.C1C[O:29]CC1>>[O:2]=[C:1]1[C:10]2[CH:9]=[CH:8][CH:7]=[CH:6][C:5]=2[CH:4]([C:25]([O-:24])=[O:29])[O:3]1.[Li+:11] |f:1.2.3,5.6|. Yields the product O=C1OC(C2=C1C=CC=C2)C(=O)[O-].[Li+] (lithium 3-oxo-1,3-dihydro-2-benzofuran-1-carboxylate). Procedure: To a solution of phthalide (2.0 g, 14.9 mmol) in THF (60.0 ml) at −78° C. was added 1.0M LiHMDS/THF (15.7 ml) over 10 minutes. The reaction was stirred for 15 minutes at −78° C. and then the ice bath was removed. The reaction was quenched into dry ice using a cannula and then allowed to warm to room temperature. After adding 40 ml hexane, the cloudy mixture was rotary evaporated and chased with hexane to give lithium 3-oxo-1,3-dihydro-2-benzofuran-1-carboxylate as a yellow solid (2.86 g, 100%). Reactants: C(C)(C)(C)NS(=O)(=O)C1=CC(=C(C=C1)Cl)[N+](=O)[O-] (N-(tert-Butyl)-4-chloro-3-nitrobenzenesulfonamide), NC1=CC=C(C=C1)CCO (4-aminophenylethyl alcohol). Product: C(C)(C)(C)NS(=O)(=O)C1=CC(=C(C=C1)NC1=CC=C(C=C1)CCO)[N+](=O)[O-] (N-(tert-Butyl)-4-[4-(2-hydroxyethyl)anilino]-3-nitrobenzenesulfonamide). Reaction SMILES: [C:1]([NH:5][S:6]([C:9]1[CH:14]=[CH:13][C:12](Cl)=[C:11]([N+:16]([O-:18])=[O:17])[CH:10]=1)(=[O:8])=[O:7])([CH3:4])([CH3:3])[CH3:2].[NH2:19][C:20]1[CH:25]=[CH:24][C:23]([CH2:26][CH2:27][OH:28])=[CH:22][CH:21]=1>>[C:1]([NH:5][S:6]([C:9]1[CH:14]=[CH:13][C:12]([NH:19][C:20]2[CH:25]=[CH:24][C:23]([CH2:26][CH2:27][OH:28])=[CH:22][CH:21]=2)=[C:11]([N+:16]([O-:18])=[O:17])[CH:10]=1)(=[O:8])=[O:7])([CH3:4])([CH3:3])[CH3:2]. Procedure: The title compound was prepared according to the procedure described in step 3 of Example 1 from N-(tert-butyl)-4-chloro-3-nitrobenzenesulfonamide (step 1) and 4-aminophenylethyl alcohol. The reactants are [Na] (sodium), NC1=NC(=NC(N1)(C)C)SC (2-amino-3,4-dihydro-4,4-dimethyl-6-methylthio-1,3,5-triazine), C(C)O (ethanol). Yields the product NC1=NC(=NC(N1)(C)C)OCC (2-amino-3,4-dihydro-4,4-dimethyl-6-ethoxy-1,3,5-triazine). Reaction SMILES: [Na].[NH2:2][C:3]1[NH:8][C:7]([CH3:10])([CH3:9])[N:6]=[C:5](SC)[N:4]=1.[CH2:13]([OH:15])[CH3:14]>>[NH2:2][C:3]1[NH:8][C:7]([CH3:10])([CH3:9])[N:6]=[C:5]([O:15][CH2:13][CH3:14])[N:4]=1 |^1:0|. Procedure: To a solution of sodium (2.3 g., 0.1 gr. atom) in absolute ethanol (100 ml.) is added 2-amino-3,4-dihydro-4,4-dimethyl-6-methylthio-1,3,5-triazine (3.4 g., 0.02 mole) and the mixture is heated at reflux for 18 hours. The ethanol is distilled at reduced pressure and the residue dissolved in water (100 ml.) and extracted with ethyl acetate (3×100 ml.) dried over potassium carbonate and evaporated in vacuo to give 1.3 g of 2-amino-3,4-dihydro-4,4-dimethyl-6-ethoxy-1,3,5-triazine which melts at 175°... Starting materials: N1=CC(=CC=C1)C(=O)C1=CC(=CC=C1)NS(=O)(=O)C1=CC=C(C=C1)Cl (3-(4-Chlorophenylsulphonamido)-phenyl 3-pyridinyl ketone), [Cl-].O[NH3+] (hydoxylammonium chloride), C([O-])([O-])=O.[K+].[K+] (potassium carbonate). Solvent: C(C)O (ethanol). Run at time 3 hour. Product: N1=CC(=CC=C1)C(C1=CC(=CC=C1)NS(=O)(=O)C1=CC=C(C=C1)Cl)=NO (3-(4-Chlorophenylsulphonamido)-phenyl 3-pyridinyl ketone oxime). RXN SMILES: [N:1]1[CH:6]=[CH:5][CH:4]=[C:3]([C:7]([C:9]2[CH:14]=[CH:13][CH:12]=[C:11]([NH:15][S:16]([C:19]3[CH:24]=[CH:23][C:22]([Cl:25])=[CH:21][CH:20]=3)(=[O:18])=[O:17])[CH:10]=2)=O)[CH:2]=1.[Cl-].[OH:27][NH3+:28].C(=O)([O-])[O-].[K+].[K+]>C(O)C>[N:1]1[CH:6]=[CH:5][CH:4]=[C:3]([C:7](=[N:28][OH:27])[C:9]2[CH:14]=[CH:13][CH:12]=[C:11]([NH:15][S:16]([C:19]3[CH:24]=[CH:23][C:22]([Cl:25])=[CH:21][CH:20]=3)(=[O:18])=[O:17])[CH:10]=2)[CH:2]=1 |f:1.2,3.4.5|. Procedure: 7.45 g (20 mmol) of the compound from Example 1, 2.08 g (30 mmol) of hydoxylammonium chloride and 4.14 g (30 mmol) of potassium carbonate are refluxed in 20 ml of ethanol for 15 h. After cooling to room temperature, the mixture is evaporated and the residue is stirred in 50 ml of water for 3 h (after this time no oily residues, but only crystalline residues, were still undissolved). The precipitate was filtered off, washed with water and recrystallised from methanol by addition of water. Yield: ... The product is O1CCC=2C1=C(N=CC2)N2CCN(CC2)CC[C@@H]2CC[C@H](CC2)NC(CC(C)(C)C)=O (trans-N-(4-{2-[4-(2,3-Dihydro-furo[2,3-c]pyridin-7-yl)-piperazin-1-yl]-ethyl}-cyclohexyl)-3,3-dimethyl-butyramide). Starting materials: solid, Cl.Cl.Cl.O1CCC=2C1=C(N=CC2)N2CCN(CC2)CC[C@@H]2CC[C@H](CC2)N (trans-4-{2-[4-(2,3-dihydro-furo[2,3-c]pyridin-7-yl)-piperazin-1-yl]-ethyl}-cyclohexylamine trihydrochloride), Cl.Cl.Cl.O1CCC=2C1=C(N=CC2)N2CCN(CC2)CC[C@@H]2CC[C@H](CC2)N (trans-4-{2-[4-(2,3-dihydro-furo[2,3-c]pyridin-7-yl)-piperazin-1-yl]-ethyl}-cyclohexylamine trihydrochloride), CC(CC(=O)O)(C)C (3,3-dimethyl-butanoic acid). Procedure details: The title compound, off-white solid (98 mg, 92%), MS (ISP) m/z=429.4 [(M+H)+], mp 193° C., was prepared in accordance with the general method of example 6 from trans-4-{2-[4-(2,3-dihydro-furo[2,3-c]pyridin-7-yl)-piperazin-1-yl]-ethyl}-cyclohexylamine trihydrochloride (intermediate B) (110 mg, 0.25 mmol) and 3,3-dimethyl-butanoic acid. As a reaction SMILES: Cl.Cl.Cl.[O:4]1[C:8]2=[C:9]([N:13]3[CH2:18][CH2:17][N:16]([CH2:19][CH2:20][C@H:21]4[CH2:26][CH2:25][C@H:24]([NH2:27])[CH2:23][CH2:22]4)[CH2:15][CH2:14]3)[N:10]=[CH:11][CH:12]=[C:7]2[CH2:6][CH2:5]1.[CH3:28][C:29]([CH3:35])([CH3:34])[CH2:30][C:31](O)=[O:32]>>[O:4]1[C:8]2=[C:9]([N:13]3[CH2:18][CH2:17][N:16]([CH2:19][CH2:20][C@H:21]4[CH2:26][CH2:25][C@H:24]([NH:27][C:31](=[O:32])[CH2:30][C:29]([CH3:35])([CH3:34])[CH3:28])[CH2:23][CH2:22]4)[CH2:15][CH2:14]3)[N:10]=[CH:11][CH:12]=[C:7]2[CH2:6][CH2:5]1 |f:0.1.2.3|. Starting materials: ClC=1C=C(C(=O)O)C=C(N1)C (2-chloro-6-methyl-isonicotinic acid), C(C)(C)O (isopropanol). The solvent is OS(=O)(=O)O (H2SO4). Run at temperature 40 celsius, time 24 hour. Product: C(C)(C)OC(C1=CC(=NC(=C1)C)Cl)=O (2-chloro-6-methyl-isonicotinic acid isopropyl ester). Reaction SMILES: [Cl:1][C:2]1[CH:3]=[C:4]([CH:8]=[C:9]([CH3:11])[N:10]=1)[C:5]([OH:7])=[O:6].[CH:12](O)([CH3:14])[CH3:13]>OS(O)(=O)=O>[CH:12]([O:6][C:5](=[O:7])[C:4]1[CH:8]=[C:9]([CH3:11])[N:10]=[C:2]([Cl:1])[CH:3]=1)([CH3:14])[CH3:13]. Reported procedure: To a suspension of 2-chloro-6-methyl-isonicotinic acid (20.0 g, 117 mmol) in isopropanol (80 mL), H2SO4 (5 mL) is added dropwise. The mixture becomes warm (40° C.). The mixture is stirred for 24 h at rt, then at 90° C. for 28 h before the solvent is removed in vacuo. The residue is dissolved in diethyl ether (200 mL), washed with sat. aq. NaHCO3-solution (3×50 mL) followed by brine (3×50 mL), dried over Na2SO4, filtered and concentrated to give 2-chloro-6-methyl-isonicotinic acid isopropyl ester... Starting materials: [Cl-] (chloride), S1C2=C(C=C1C(=O)Cl)C=CC=C2 (2-benzo[b]thiophenecarbonyl chloride), S1C2=C(C=C1C(=O)O)C=CC=C2 (2-benzo[b]thiophenecarboxylic acid), C(C(=O)Cl)(=O)Cl (oxalyl chloride), NC(P(OCC)(OCC)=O)P(OCC)(OCC)=O (tetraethyl (aminomethylene)bis(phosphonate)). Reagents/catalysts: CN(C1=CC=NC=C1)C (4-(dimethylamino)pyridine). Run in C(C)(=O)OCC (ethyl acetate), C(Cl)Cl (methylene chloride), N1=CC=CC=C1 (pyridine). Product: S1C2=C(C=C1C(=O)NC(P(OCC)(OCC)=O)P(OCC)(OCC)=O)C=CC=C2 (tetraethyl [(2-benzo[b]thiophenecarboxamido)-methylene]bis(phosphonate)). Reaction SMILES: [S:1]1[C:5]([C:6](Cl)=[O:7])=[CH:4][C:3]2[CH:9]=[CH:10][CH:11]=[CH:12][C:2]1=2.S1C(C(O)=O)=CC2C=CC=CC1=2.C(Cl)(=O)C(Cl)=O.[NH2:31][CH:32]([P:41](=[O:48])([O:45][CH2:46][CH3:47])[O:42][CH2:43][CH3:44])[P:33](=[O:40])([O:37][CH2:38][CH3:39])[O:34][CH2:35][CH3:36].[Cl-]>C(Cl)Cl.CN(C)C1C=CN=CC=1.C(OCC)(=O)C.N1C=CC=CC=1>[S:1]1[C:5]([C:6]([NH:31][CH:32]([P:33](=[O:40])([O:34][CH2:35][CH3:36])[O:37][CH2:38][CH3:39])[P:41](=[O:48])([O:45][CH2:46][CH3:47])[O:42][CH2:43][CH3:44])=[O:7])=[CH:4][C:3]2[CH:9]=[CH:10][CH:11]=[CH:12][C:2]1=2. Reported procedure: To a solution of 2-benzo[b]thiophenecarbonyl chloride prepared from 2-benzo[b]thiophenecarboxylic acid (356 mg) and oxalyl chloride (0.35 ml) in methylene chloride (2 ml) was added dropwise a mixture of tetraethyl (aminomethylene)bis(phosphonate) (606 mg), pyridine (316 mg) and trace amounts of 4-(dimethylamino)pyridine in methylene at 5° C. The mixture was stirred for 2 chloride (8 ml) hours at ambient temperature followed by the addition of ethyl acetate. The mixture was washed with water, 1N ...